From a dataset of the Open Reaction Database (ORD), a public repository of structured organic reaction records. describe an organic reaction: reactants, conditions, products, and yield Starting materials: FC1=C(C=C(C=C1)OC)C1=C(C=C(C=C1)OCC1=CC=C(C=C1)OC)C(C(CCC)(C)C)=O (1-(2′-Fluoro-5′-methoxy-4-((4-methoxybenzyl)oxy)-[1,1′-biphenyl]-2-yl)-2,2-dimethylpentan-1-one). Reagents/catalysts: [OH-].[OH-].[Pd+2] (palladium hydroxide/carbon). Run in C1CCOC1 (THF), C(C)(=O)O (acetic acid). Run at time 17 hour. Product: CC(CC1=C(C=CC(=C1)O)C1=C(C=CC(=C1)OC)F)(CCC)C (2-(2,2-dimethylpentyl)-2′-fluoro-5′-methoxy-[1,1′-biphenyl]-4-ol). As a reaction SMILES: [F:1][C:2]1[CH:7]=[CH:6][C:5]([O:8][CH3:9])=[CH:4][C:3]=1[C:10]1[CH:15]=[CH:14][C:13]([O:16]CC2C=CC(OC)=CC=2)=[CH:12][C:11]=1[C:26](=O)[C:27]([CH3:32])([CH3:31])[CH2:28][CH2:29][CH3:30]>C1COCC1.C(O)(=O)C.[OH-].[OH-].[Pd+2]>[CH3:31][C:27]([CH3:32])([CH2:28][CH2:29][CH3:30])[CH2:26][C:11]1[CH:12]=[C:13]([OH:16])[CH:14]=[CH:15][C:10]=1[C:3]1[CH:4]=[C:5]([O:8][CH3:9])[CH:6]=[CH:7][C:2]=1[F:1] |f:3.4.5|. Procedure: 1-(2′-Fluoro-5′-methoxy-4-((4-methoxybenzyl)oxy)-[1,1′-biphenyl]-2-yl)-2,2-dimethylpentan-1-one (43.3 mg) was dissolved in a mixed solution of THF (10 mL) and acetic acid (2 mL), and the reaction was performed in H-Cube having a 20% palladium hydroxide/carbon cartridge (70 mm) at 60° C., 40 atm, flow rate 1 ml/min for 17 hr. The solvent was evaporated under reduced pressure to give the title, compound. This compound was used for the next step without purification. The reactants are C1=CC=CC=2C3=CC=CC=C3C(C12)COC(=O)N[C@@H](CC(C)C)C(=O)O (N-[(9H-fluoren-9-ylmethoxy)carbonyl]-L-leucine), acid chloride, N (NH3). Run in O (water), C1CCOC1 (THF). Run at time 30 minute. The product is C1=CC=CC=2C3=CC=CC=C3C(C12)COC(=O)NC([C@@H](N)CC(C)C)=O (N-(9-fluorenylmethoxycarbonyl)-L-leucine, amide). Yield: 36.0%. Reaction SMILES: [CH:1]1[C:13]2[CH:12]([CH2:14][O:15][C:16]([NH:18][C@H](C(O)=O)CC(C)C)=[O:17])[C:11]3[C:6](=[CH:7][CH:8]=[CH:9][CH:10]=3)[C:5]=2[CH:4]=[CH:3][CH:2]=1.[NH3:27]>C1COCC1.O>[CH:1]1[C:13]2[CH:12]([CH2:14][O:15][C:16]([NH:18][C:14](=[O:15])[C@H:12]([CH2:11][CH:6]([CH3:7])[CH3:5])[NH2:27])=[O:17])[C:11]3[C:6](=[CH:7][CH:8]=[CH:9][CH:10]=3)[C:5]=2[CH:4]=[CH:3][CH:2]=1. Procedure: A solution of N-[(9H-fluoren-9-ylmethoxy)carbonyl]-L-leucine, acid chloride (3.5 g, 10 mmol) in 10 mL of THF was charged with NH3 (29.6% water solution, 1.26 mL, 20 mmol) at room temperature. The reaction mixture was stirred for 30 min., then diluted with 100 mL of water and extracted with ethyl acetate (5×20 mL). The organic layers were combined, extracted with 10% potassium carbonate solution, washed with water, brine, dried and evaporated. Recrystallization of the product from ethanol afforde... The reactants are C(CCC)OC1=NC(=C2N=C(N(C2=N1)CCCCC1COCCC1)OC)N (2-(butyloxy)-8-(methyloxy)-9-[4-(tetrahydro-2H-pyran-3-yl)butyl]-9H-purin-6-amine), Cl (HCl), O1CCOCC1 (dioxane). Run in CO (methanol), CO (methanol). Reaction conditions: time 18 hour. The product is NC1=C2NC(N(C2=NC(=N1)OCCCC)CCCCC1COCCC1)=O (6-Amino-2-(butyloxy)-9-[4-(tetrahydro-2H-Pyran-3-yl)butyl]-7,9-dihydro-8H-Purin-8-one). The yield is 38.4%. As a reaction SMILES: [CH2:1]([O:5][C:6]1[N:14]=[C:13]2[C:9]([N:10]=[C:11]([O:25]C)[N:12]2[CH2:15][CH2:16][CH2:17][CH2:18][CH:19]2[CH2:24][CH2:23][CH2:22][O:21][CH2:20]2)=[C:8]([NH2:27])[N:7]=1)[CH2:2][CH2:3][CH3:4].Cl.O1CCOCC1>CO>[NH2:27][C:8]1[N:7]=[C:6]([O:5][CH2:1][CH2:2][CH2:3][CH3:4])[N:14]=[C:13]2[C:9]=1[NH:10][C:11](=[O:25])[N:12]2[CH2:15][CH2:16][CH2:17][CH2:18][CH:19]1[CH2:24][CH2:23][CH2:22][O:21][CH2:20]1. Reported procedure: To a solution of 2-(butyloxy)-8-(methyloxy)-9-[4-(tetrahydro-2H-pyran-3-yl)butyl]-9H-purin-6-amine (135 mg, 0.358 mmol) in methanol (10 ml) was added 4M HCl in dioxane (2.235 ml, 8.94 mmol) and the mixture was left standing at 20° C. for 18 hours. The solvent was evaporated in vacuo to give a white solid which was loaded in methanol onto a 10 g aminopropyl SPE cartridge and eluted with methanol. The appropriate fractions were combined and evaporated in vacuo to give the title compound as a white... Yields the product N#Cc1sccc1-c1ccc2cc(O)ccc2c1Oc1ccc(OCCN2CCCCC2)cc1. As a reaction SMILES: [Br:1][c:2]1[c:3]([C:7]#[N:8])[s:4][cH:5][cH:6]1.[CH3:61][CH2:62][OH:63].[CH3:73][C:74]#[N:75].[CH:9]1([P:10]([CH:11]2[CH2:12][CH2:13][CH2:14][CH2:15][CH2:16]2)[CH:17]2[CH2:18][CH2:19][CH2:20][CH2:21][CH2:22]2)[CH2:23][CH2:24][CH2:25][CH2:26][CH2:27]1.[ClH:30].[Cs+:29].[F-:28].[O-:65][C:66]([CH3:67])=[O:68].[O-:69][C:70]([CH3:71])=[O:72].[OH:31][c:32]1[cH:33][c:34]2[cH:35][cH:36][c:37]([B:58]([OH:59])[OH:60])[c:38]([O:42][c:43]3[cH:44][cH:45][c:46]([O:49][CH2:50][CH2:51][N:52]4[CH2:53][CH2:54][CH2:55][CH2:56][CH2:57]4)[cH:47][cH:48]3)[c:39]2[cH:40][cH:41]1.[Pd+2:64]>>[c:2]1(-[c:37]2[cH:36][cH:35][c:34]3[cH:33][c:32]([OH:31])[cH:41][cH:40][c:39]3[c:38]2[O:42][c:43]2[cH:44][cH:45][c:46]([O:49][CH2:50][CH2:51][N:52]3[CH2:53][CH2:54][CH2:55][CH2:56][CH2:57]3)[cH:47][cH:48]2)[c:3]([C:7]#[N:8])[s:4][cH:5][cH:6]1. Starting materials: N#Cc1sccc1Br, CCO, CC#N, C1CCC(P(C2CCCCC2)C2CCCCC2)CC1, Cl, [Cs+], [F-], CC(=O)[O-], CC(=O)[O-], OB(O)c1ccc2cc(O)ccc2c1Oc1ccc(OCCN2CCCCC2)cc1, [Pd+2]. Reactants: II (Iodine), BrC=1C=C2C(NC(=NC2=CC1)SC)=O (6-Bromo-2-(methylsulfanyl)quinazolin-4(3H)-one), [N+](=O)([O-])C1=NNC=N1 (3-nitro-1H-1,2,4-triazole), C1(=CC=CC=C1)P(C1=CC=CC=C1)C1=CC=CC=C1 (triphenylphosphine), C(C)(C)N(C(C)C)CC (N,N-diisopropylethylamine). The solvent is C1(=CC=CC=C1)C (toluene). Conditions: time 50 minute. The product is BrC=1C=C2C(=NC(=NC2=CC1)SC)N1N=C(N=C1)[N+](=O)[O-] (6-Bromo-2-(methylsulfanyl)-4-(3-nitro-1H-1,2,4-triazol-1-yl)quinazoline). The yield is 89.0%. RXN SMILES: II.[Br:3][C:4]1[CH:5]=[C:6]2[C:11](=[CH:12][CH:13]=1)[N:10]=[C:9]([S:14][CH3:15])[NH:8][C:7]2=O.[N+:17]([C:20]1[N:24]=[CH:23][NH:22][N:21]=1)([O-:19])=[O:18].C1(P(C2C=CC=CC=2)C2C=CC=CC=2)C=CC=CC=1.C(N(CC)C(C)C)(C)C>C1(C)C=CC=CC=1>[Br:3][C:4]1[CH:5]=[C:6]2[C:11](=[CH:12][CH:13]=1)[N:10]=[C:9]([S:14][CH3:15])[N:8]=[C:7]2[N:22]1[CH:23]=[N:24][C:20]([N+:17]([O-:19])=[O:18])=[N:21]1. Procedure details: Iodine (16.5 g, 65.1 mmol) was added to a suspension of compound 5a (8.03 g, 29.6 mmol), 3-nitro-1H-1,2,4-triazole (11.8 g, 103.6 mmol), triphenylphosphine (18.1 g, 69.1 mmol) in 630 mL of toluene. The reaction mixture was rapidly heated to 95° C. for 15 minutes after which 25 mL of N,N-diisopropylethylamine was added and the mixture was stirred for another 50 minutes. The reaction was cooled to room temperature and concentrated under reduced pressure. The crude product was precipitated from eth... Starting materials: C=CC(=O)OC, O=S(=O)(Oc1ccc(C2c3ccccc3CCC2c2ccccc2)cc1)C(F)(F)F. The product is COC(=O)C=Cc1ccc(C2c3ccccc3CCC2c2ccccc2)cc1. As a reaction SMILES: [C:31]([CH:32]=[CH2:33])(=[O:34])[O:35][CH3:36].[c:1]1([CH:7]2[CH:8]([c:17]3[cH:18][cH:19][c:20]([O:23][S:24]([C:25]([F:26])([F:27])[F:28])(=[O:29])=[O:30])[cH:21][cH:22]3)[c:9]3[cH:10][cH:11][cH:12][cH:13][c:14]3[CH2:15][CH2:16]2)[cH:2][cH:3][cH:4][cH:5][cH:6]1>>[c:1]1([CH:7]2[CH:8]([c:17]3[cH:18][cH:19][c:20]([CH:33]=[CH:32][C:31](=[O:34])[O:35][CH3:36])[cH:21][cH:22]3)[c:9]3[cH:10][cH:11][cH:12][cH:13][c:14]3[CH2:15][CH2:16]2)[cH:2][cH:3][cH:4][cH:5][cH:6]1.